describe an organic reaction: reactants, conditions, products, and yield From a dataset of the Open Reaction Database (ORD), a public repository of structured organic reaction records. Starting materials: N1(C=NC2=C1C=CC=C2)C2CCN(CC2)C[C@H]2CN(C[C@@H]2C2=CC(=CC=C2)F)[C@@H](C(=O)OCC2=CC=CC=C2)CC2CCC2 (α-(R)-(3-(S)-((4-Benzoimidazol-1-yl-piperidin-1-yl)methyl)-4-(S)-(3-fluorophenyl)pyrrolidin-1-yl)-3-cyclobutylpropionic acid, benzyl ester). The reagents and catalysts are [Pd] (palladium on carbon). Run in CO (MeOH). The product is [NH4+].[OH-] (NH4OH), N1(C=NC2=C1C=CC=C2)C2CCN(CC2)C[C@H]2CN(C[C@@H]2C2=CC(=CC=C2)F)[C@@H](C(=O)O)CC2CCC2 (α-(R)-(3-(S)-((4-Benzoimidazol-1-yl-piperidin-1-yl)methyl)-4-(S)-(3-fluorophenyl)pyrrolidin-1-yl)-3-cyclobutylpropionic acid). Isolated yield 141.4%. Reaction SMILES: [N:1]1([CH:10]2[CH2:15][CH2:14][N:13]([CH2:16][C@@H:17]3[C@@H:21]([C:22]4[CH:27]=[CH:26][CH:25]=[C:24]([F:28])[CH:23]=4)[CH2:20][N:19]([C@H:29]([CH2:40][CH:41]4[CH2:44][CH2:43][CH2:42]4)[C:30]([O:32]CC4C=CC=CC=4)=[O:31])[CH2:18]3)[CH2:12][CH2:11]2)[C:5]2[CH:6]=[CH:7][CH:8]=[CH:9][C:4]=2[N:3]=[CH:2]1>[Pd].CO>[NH4+:1].[OH-:31].[N:1]1([CH:10]2[CH2:11][CH2:12][N:13]([CH2:16][C@@H:17]3[C@@H:21]([C:22]4[CH:27]=[CH:26][CH:25]=[C:24]([F:28])[CH:23]=4)[CH2:20][N:19]([C@H:29]([CH2:40][CH:41]4[CH2:42][CH2:43][CH2:44]4)[C:30]([OH:32])=[O:31])[CH2:18]3)[CH2:14][CH2:15]2)[C:5]2[CH:6]=[CH:7][CH:8]=[CH:9][C:4]=2[N:3]=[CH:2]1 |f:3.4|. Procedure details: The title compound was prepared from 20 mg of α-(R)-(3-(S)-((4-benzoimidazol-1-yl-piperidin-1-yl)methyl)-4-(S)-(3-fluorophenyl) pyrrolidin-1-yl)-3-cyclobutylpropionic acid, benzyl ester (from, step A) and 10 mg of 10% palladium on carbon in 4 mL of MeOH using a procedure analogous to that described in Example 1, Step E, except that the title compound was purified by flash chromatography eluting with 10% CH3OH in CH2Cl2, then 15% CH3OH and 1% NH4OH in CH2Cl2 to give 12 mg of the title compound as... The reactants are C(C1=CC=CC=C1)OC1=C2C(C(=CN(C2=CC(=C1F)F)C1=CC(=C(C=C1F)F)NC(=O)OCC)C(=O)OCC)=O (Ethyl 5-benzyloxy-1-(3-ethoxycarbonylamino-4,6-difluorophenyl)-6,7-difluoro-1,4-dihydro-4-oxoquinoline-3-carboxylate), Br (hydrobromic acid). Run in C(C)(=O)O (acetic acid). Yields the product NC=1C=C(C(=CC1F)F)N1C=C(C(C2=C(C(=C(C=C12)F)F)O)=O)C(=O)O (1-(3-amino-4,6-difluorophenyl)-6,7-difluoro-5-hydroxy-1,4-dihydro-4-oxoquinoline-3-carboxylic acid). Yield: 39.4%. Reaction SMILES: C([O:8][C:9]1[C:18]([F:19])=[C:17]([F:20])[CH:16]=[C:15]2[C:10]=1[C:11](=[O:40])[C:12]([C:35]([O:37]CC)=[O:36])=[CH:13][N:14]2[C:21]1[C:26]([F:27])=[CH:25][C:24]([F:28])=[C:23]([NH:29]C(OCC)=O)[CH:22]=1)C1C=CC=CC=1.Br>C(O)(=O)C>[NH2:29][C:23]1[CH:22]=[C:21]([N:14]2[C:15]3[C:10](=[C:9]([OH:8])[C:18]([F:19])=[C:17]([F:20])[CH:16]=3)[C:11](=[O:40])[C:12]([C:35]([OH:37])=[O:36])=[CH:13]2)[C:26]([F:27])=[CH:25][C:24]=1[F:28]. Procedure: Ethyl 5-benzyloxy-1-(3-ethoxycarbonylamino-4,6-difluorophenyl)-6,7-difluoro-1,4-dihydro-4-oxoquinoline-3-carboxylate (500 mg) was added to 5 ml of 48% hydrobromic acid and 5 ml of acetic acid. The solution was heated at reflux overnight. The reaction solution was allowed to cool down and concentrated in vacua, and ethanol was added to the residue. The solid was collected by filtration and washed with diethyl ether to give 130 mg of the title compound. Reactants: IC=1C=NC=CC1 (3-iodopyridine), C[Si](C)(C)C#CC=1C=C(C#N)C=CC1 (3-trimethylsilanylethynylbenzonitrile), solution, [F-].C(CCC)[N+](CCCC)(CCCC)CCCC (tetrabutylammonium fluoride), O1CCCC1 (tetrahydrofuran). As a reaction SMILES: I[C:2]1[CH:3]=[N:4][CH:5]=[CH:6][CH:7]=1.C[Si]([C:12]#[C:13][C:14]1[CH:15]=[C:16]([CH:19]=[CH:20][CH:21]=1)[C:17]#[N:18])(C)C.[F-].C([N+](CCCC)(CCCC)CCCC)CCC.O1CCCC1>C1(C=CC=CC=1)[P](C1C=CC=CC=1)(C1C=CC=CC=1)[Pd][P](C1C=CC=CC=1)(C1C=CC=CC=1)C1C=CC=CC=1.[Cu]I.C(N(CC)CC)C>[N:4]1[CH:5]=[CH:6][CH:7]=[C:2]([C:12]#[C:13][C:14]2[CH:15]=[C:16]([CH:19]=[CH:20][CH:21]=2)[C:17]#[N:18])[CH:3]=1 |f:2.3,^1:50,64|. Yields the product N1=CC(=CC=C1)C#CC=1C=C(C#N)C=CC1 (3-Pyridin-3-ylethynyl-benzonitrile). Reaction conditions: time 3 minute. The yield is 71.0%. The reagents and catalysts are C1([P]([Pd][P](C2=CC=CC=C2)(C3=CC=CC=C3)C4=CC=CC=C4)(C5=CC=CC=C5)C6=CC=CC=C6)=CC=CC=C1 (bis(triphenylphosphine)palladium), [Cu]I (copper (I) iodide). Reported procedure: Add triethylamine (5 mL) to a stirring mixture of 3-iodopyridine (1.03 g, 5.03 mmol), bis(triphenylphosphine)palladium (II) dichloride (176 mg, 0.252 mmol), copper (I) iodide (96 mg, 0.503 mmol), and 3-trimethylsilanylethynylbenzonitrile, (prepared essentially as described in PREPARATION 5), (1.0 g, 5.03 mmol) at −78° C. After about 3 min, add a 1 M solution of tetrabutylammonium fluoride in tetrahydrofuran (5.03 mL, 5.03 mmol) in one portion, warm to room temperature and stir overnight. Filter ... The solvent is C(C)N(CC)CC (triethylamine). Product: C(C=C)N1CCN(CC1)CCCO (3-(4-allyl-piperazin-1-yl)-1-hydroxy-propane). Starting materials: C(=O)(OCC)N1CCNCC1 (1-carbethoxy-piperazine), C(C=C)Br (allyl bromide), C(C)O (ethanol), C([O-])([O-])=O.[K+].[K+] (potassium carbonate). Reported procedure: 32 g of 1-carbethoxy-piperazine and 24.5 g of allyl bromide are dissolved in 70 ml of ethanol. 25 g of calcined potassium carbonate are added to the solution and the mixture is stirred under reflux for 30 hours. The reaction mixture is cooled to 0° C, the solids are filtered off, and the filtrate is evaporated under reduced pressure. The residue is admixed with 55 ml of concentrated hydrochloric acid, the mixture is boiled for 24 hours and then it is evaporated. The residue is triturated with 30... Reaction conditions: temperature 0 celsius, time 24 hour. The yield is 45.0%. As a reaction SMILES: [C:1]([N:6]1[CH2:11][CH2:10][NH:9][CH2:8][CH2:7]1)(OCC)=O.[CH2:12](Br)[CH:13]=[CH2:14].C(=O)([O-])[O-].[K+].[K+].[CH2:22]([OH:24])[CH3:23]>>[CH2:12]([N:9]1[CH2:8][CH2:7][N:6]([CH2:1][CH2:23][CH2:22][OH:24])[CH2:11][CH2:10]1)[CH:13]=[CH2:14] |f:2.3.4|.